This data is from the Open Reaction Database (ORD), a public repository of structured organic reaction records. The task is: describe an organic reaction: reactants, conditions, products, and yield Reactants: FC(OC1=CC=C(C=C1)O)(F)F (4-(trifluoromethoxy)phenol), ClC=1C(=CC2=C(C=C(C(O2)C(F)(F)F)C(=O)OCC)C1)F (ethyl 6-chloro-7-fluoro-2-(trifluoromethyl)-2H-1-benzopyran-3-carboxylate). Product: ClC=1C(=CC2=C(C=C(C(O2)C(F)(F)F)C(=O)O)C1)OC1=CC=C(C=C1)OC(F)(F)F (6-Chloro-2-(trifluoromethyl)-7-[4-(trifluoromethoxy)phenoxy]-2H-1-benzopyran-3-carboxylic Acid). RXN SMILES: [F:1][C:2]([F:12])([F:11])[O:3][C:4]1[CH:9]=[CH:8][C:7]([OH:10])=[CH:6][CH:5]=1.[Cl:13][C:14]1[C:15](F)=[CH:16][C:17]2[O:22][CH:21]([C:23]([F:26])([F:25])[F:24])[C:20]([C:27]([O:29]CC)=[O:28])=[CH:19][C:18]=2[CH:32]=1>>[Cl:13][C:14]1[C:15]([O:10][C:7]2[CH:6]=[CH:5][C:4]([O:3][C:2]([F:11])([F:12])[F:1])=[CH:9][CH:8]=2)=[CH:16][C:17]2[O:22][CH:21]([C:23]([F:25])([F:24])[F:26])[C:20]([C:27]([OH:29])=[O:28])=[CH:19][C:18]=2[CH:32]=1. Procedure details: The title compound was prepared from 4-(trifluoromethoxy)phenol and ethyl 6-chloro-7-fluoro-2-(trifluoromethyl)-2H-1-benzopyran-3-carboxylate (Example 183, Step 2) via a procedure similar to that described in Example 183, Steps 3 and 4: mp 198.0-199.2° C. 1H NMR (acetone-d6/300 MHz) 7.91 (s, 1H), 7.73 (s, 1H), 7.43 (d, 2H, J=9.1 Hz), 7.25 (d, 2H, J=9.1 Hz), 6.70 (s, 1H), 5.82 (q, 1H, J=7.0 Hz). 19F NMR (acetone-d6/282 MHz) −59.4 (s, 3F), −79.4 (d, 3F, J=7.2 Hz). ESLRMS m/z 453 (M−H). ESHRMS m/z ... The reactants are CSC=1N2C(SC1[Si](C)(C)C)=C(N=C2)SC (3,7-bis(methylthio)-2-trimethylsilylimidazo[5,1-b]thiazole), [F-].C(CCC)[N+](CCCC)(CCCC)CCCC.C1CCOC1 (tetra-n-butylammonium fluoride THF). Run in [Cl-].[Na+].O (Brine), C1CCOC1 (THF). Run at time 1 hour. Yields the product CSC=1N2C(SC1)=C(N=C2)SC (3,7-bis(methylthio)imidazo[5,1-b]thiazole). The yield is 92.2%. RXN SMILES: [CH3:1][S:2][C:3]1[N:4]2[CH:14]=[N:13][C:12]([S:15][CH3:16])=[C:5]2[S:6][C:7]=1[Si](C)(C)C.[F-].C([N+](CCCC)(CCCC)CCCC)CCC.C1COCC1>C1COCC1.[Cl-].[Na+].O>[CH3:1][S:2][C:3]1[N:4]2[CH:14]=[N:13][C:12]([S:15][CH3:16])=[C:5]2[S:6][CH:7]=1 |f:1.2.3,5.6.7|. Procedure details: A solution of 1.88 g of 3,7-bis(methylthio)-2-trimethylsilylimidazo[5,1-b]thiazole in 50 ml of THF was ice cooled. A 1 M tetra-n-butylammonium fluoride/THF solution (8.16 ml) was added in an argon atmosphere to the solution. The mixture was stirred at the same temperature for one hr. Brine was added thereto, and the mixture was extracted twice with ethyl acetate. The organic layer was washed with brine, dried over anhydrous magnesium sulfate, and then filtered. The solvent was removed by distill... Reactants: [Br-], CC(=O)c1cc(Cl)c(Nc2nc3ccncc3c3c(=O)[nH]ccc23)c(Cl)c1, C1CCOC1, C[Mg+]. Product: CC(C)(O)c1cc(Cl)c(Nc2nc3ccncc3c3c(=O)[nH]ccc23)c(Cl)c1. Reaction SMILES: [Br-:28].[C:1]([CH3:2])(=[O:3])[c:4]1[cH:5][c:6]([Cl:27])[c:7]([NH:11][c:12]2[n:13][c:14]3[cH:15][cH:16][n:17][cH:18][c:19]3[c:20]3[c:21]2[cH:22][cH:23][nH:24][c:25]3=[O:26])[c:8]([Cl:10])[cH:9]1.[CH2:31]1[O:32][CH2:33][CH2:34][CH2:35]1.[CH3:29][Mg+:30]>>[C:1]([CH3:2])([OH:3])([c:4]1[cH:5][c:6]([Cl:27])[c:7]([NH:11][c:12]2[n:13][c:14]3[cH:15][cH:16][n:17][cH:18][c:19]3[c:20]3[c:21]2[cH:22][cH:23][nH:24][c:25]3=[O:26])[c:8]([Cl:10])[cH:9]1)[CH3:29]. Yields the product COC=1C=C(C=C(C1OC)OC)C1=NC=CC(=C1)CN1CCN(CC1)CC1=CC(=NC=C1)C1=CC(=C(C(=C1)OC)OC)OC (N,N′-bis[[2-(3,4,5-Trimethoxyphenyl)pyridin-4-yl]methyl]piperazine). Procedure: 4-Chloromethyl-2-(3,4,5-trimethoxyphenyl)pyridine (100 mg) and piperazine (15 mg) were reacted in the same manner as in Example 1 to obtain the title compound as a free base. Starting materials: ClCC1=CC(=NC=C1)C1=CC(=C(C(=C1)OC)OC)OC (4-Chloromethyl-2-(3,4,5-trimethoxyphenyl)pyridine), N1CCNCC1 (piperazine). RXN SMILES: Cl[CH2:2][C:3]1[CH:8]=[CH:7][N:6]=[C:5]([C:9]2[CH:14]=[C:13]([O:15][CH3:16])[C:12]([O:17][CH3:18])=[C:11]([O:19][CH3:20])[CH:10]=2)[CH:4]=1.[NH:21]1[CH2:26][CH2:25][NH:24][CH2:23][CH2:22]1>>[CH3:20][O:19][C:11]1[CH:10]=[C:9]([C:5]2[CH:4]=[C:3]([CH2:2][N:21]3[CH2:26][CH2:25][N:24]([CH2:2][C:3]4[CH:8]=[CH:7][N:6]=[C:5]([C:9]5[CH:14]=[C:13]([O:15][CH3:16])[C:12]([O:17][CH3:18])=[C:11]([O:19][CH3:20])[CH:10]=5)[CH:4]=4)[CH2:23][CH2:22]3)[CH:8]=[CH:7][N:6]=2)[CH:14]=[C:13]([O:15][CH3:16])[C:12]=1[O:17][CH3:18]. The reactants are C1C(O1)CO ((RS)-glycidol), C(C1=CC=CC=C1)(C1=CC=CC=C1)(C1=CC=CC=C1)Cl (trityl chloride), C([O-])(O)=O.[K+] (potassium bicarbonate). The solvent is N1=CC=CC=C1 (pyridine). Product: O1C(OC(C2=CC=CC=C2)(C2=CC=CC=C2)C2=CC=CC=C2)C1(O)CO ((RS)-epoxy-1-O-tritylglycerol). Isolated yield 64.7%. Reaction SMILES: C1[O:3][CH:2]1[CH2:4][OH:5].[C:6](Cl)([C:19]1[CH:24]=[CH:23][CH:22]=[CH:21][CH:20]=1)([C:13]1[CH:18]=[CH:17][CH:16]=[CH:15][CH:14]=1)[C:7]1[CH:12]=[CH:11][CH:10]=[CH:9][CH:8]=1.[C:26](=[O:29])([OH:28])[O-].[K+]>N1C=CC=CC=1>[O:28]1[C:2]([CH2:4][OH:5])([OH:3])[CH:26]1[O:29][C:6]([C:19]1[CH:24]=[CH:23][CH:22]=[CH:21][CH:20]=1)([C:13]1[CH:18]=[CH:17][CH:16]=[CH:15][CH:14]=1)[C:7]1[CH:12]=[CH:11][CH:10]=[CH:9][CH:8]=1 |f:2.3|. Reported procedure: 0.74 g of (RS)-glycidol and 2.8 g of trityl chloride in 5 ml of pyridine are reacted overnight. A solution of 2 g of potassium bicarbonate is then added while stirring. After evaporation, partition of the residue between water and methylene chloride and chromatography on silica gel with toluene there are obtained 2.25 g of (RS)-epoxy-1-O-tritylglycerol. The reactants are C(=C)C1=CC=C(C=C1)S(=O)(=O)Cl (4-vinylphenylsulfonyl chloride), C(C1=CC=CC=C1)OC(=O)N1CC(N(C=C1)NC(=O)OC(C)(C)C)=O (4-benzyloxycarbonyl-1-(tert-butoxycarbonylamino)-2-oxo-1,2,3,4-tetrahydropirazine). Yields the product C(C)(C)(C)OC(=O)NN1C(CN(CC1)S(=O)(=O)C1=CC=C(C=C1)C=C)=O (1-(tert-Butoxycarbonylamino)-4-(4-vinylphenylsulfonyl)-2-piperazinone). Reaction SMILES: [CH:1]([C:3]1[CH:8]=[CH:7][C:6]([S:9](Cl)(=[O:11])=[O:10])=[CH:5][CH:4]=1)=[CH2:2].C(OC([N:23]1[CH:28]=[CH:27][N:26]([NH:29][C:30]([O:32][C:33]([CH3:36])([CH3:35])[CH3:34])=[O:31])[C:25](=[O:37])[CH2:24]1)=O)C1C=CC=CC=1>>[C:33]([O:32][C:30]([NH:29][N:26]1[CH2:27][CH2:28][N:23]([S:9]([C:6]2[CH:7]=[CH:8][C:3]([CH:1]=[CH2:2])=[CH:4][CH:5]=2)(=[O:11])=[O:10])[CH2:24][C:25]1=[O:37])=[O:31])([CH3:36])([CH3:34])[CH3:35]. Procedure: Except for using 4-vinylphenylsulfonyl chloride instead of 6-chloronaphthalene-2-sulfonyl chloride and starting from 4-benzyloxycarbonyl-1-(tert-butoxycarbonylamino)-2-oxo-1,2,3,4-tetrahydropirazine (2.5 g), the process similar to that in Reference Example 5 was employed to obtain the title compound (2.12 g) as a colorless amorphous material.